This data is from the Open Reaction Database (ORD), a public repository of structured organic reaction records. The task is: describe an organic reaction: reactants, conditions, products, and yield Yields the product ClCCCC#CCCC(C)=O (9-chloro-5-nonyn-2-one). Reaction conditions: time 15 minute. Solvent: C1(=CC=CC=C1)C (toluene). Starting materials: C(=C)C(=O)C (methyl vinyl ketone), ClCCCC#C (5-chloropent-1-yne), B(F)(F)F.CCOCC (boron trifluoride etherate), C(CCC)[Li] (butyl lithium). RXN SMILES: [Cl:1][CH2:2][CH2:3][CH2:4][C:5]#[CH:6].C([Li])CCC.B(F)(F)F.CCOCC.[CH:21]([C:23]([CH3:25])=[O:24])=[CH2:22]>C1(C)C=CC=CC=1>[Cl:1][CH2:2][CH2:3][CH2:4][C:5]#[C:6][CH2:22][CH2:21][C:23](=[O:24])[CH3:25] |f:2.3|. Reported procedure: 14.85 Parts of 5-chloropent-1-yne is dissolved in 250 parts by volume of toluene and the resulting solution is cooled to approximately -40°. To that solution is then added 62.8 parts by volume of 2.31 M ethereal butyl lithium and stirring is continued for approximately 15 minutes. 6.87 Parts of boron trifluoride etherate is added and the reaction mixture is stirred for about 2 hours, then allowed to stand for about 16 hours at -5° to -10°. At the end of that time 10.14 parts of methyl vinyl keto... The reactants are 1, I-(2-prop-2-ynoxyethyl)pyrrolidine, 2-pyrrolidine-lylethanol, C(C#C)O (Propargyl alcohol), Cl.ClCCN1CCCC1 (1-(2-chloroethyl)pyrrolidine hydrochloride), [OH-].[Na+] (sodium hydroxide). Reagents/catalysts: [Br-].C(CCC)[N+](CCCC)(CCCC)CCCC (tetrabutylammonium bromide). The solvent is C1(=CC=CC=C1)C (toluene), C1(=CC=CC=C1)C (toluene). Reaction conditions: temperature 90 celsius. Product: C(C#C)OCCN1CCCC1 (1-(2-prop-2-ynoxyethyl)pyrrolidine). As a reaction SMILES: [CH2:1]([OH:4])[C:2]#[CH:3].Cl.Cl[CH2:7][CH2:8][N:9]1[CH2:13][CH2:12][CH2:11][CH2:10]1.[OH-].[Na+]>C1(C)C=CC=CC=1.[Br-].C([N+](CCCC)(CCCC)CCCC)CCC>[CH2:1]([O:4][CH2:7][CH2:8][N:9]1[CH2:13][CH2:12][CH2:11][CH2:10]1)[C:2]#[CH:3] |f:1.2,3.4,6.7|. Procedure: Propargyl alcohol (1.40 g, 25 mmol) in toluene (30 ml) was treated with 1-(2-chloroethyl)pyrrolidine hydrochloride (8.55 g, 50 mmol), 10 N aqueous sodium hydroxide solution (30 ml) and tetrabutylammonium bromide (150 mg, 1.2 mmol) and heated at 90° C. for 18 h. The layers were separated and the organic layer was dried over sodium sulphate and concentrated under reduced pressure to give a gum. The gum was distilled on a kugelrohr at 160° C. at 22 mbar to give two fractions. Fraction 1 (4.01 g, 25... Starting materials: CC(C)(C)OC(=O)CC(C#N)NS(=O)(=O)c1ccc(C(N)=O)cc1OCCc1cccc2ncccc12, Cc1ccccc1, ClCCl, O=C(O)C(F)(F)F. The product is N#CC(CC(=O)O)NS(=O)(=O)c1ccc(C(N)=O)cc1OCCc1cccc2ncccc12. As a reaction SMILES: [C:1]([CH3:2])([CH3:3])([CH3:4])[O:5][C:6]([CH2:7][CH:8]([C:9]#[N:10])[NH:11][S:12](=[O:13])(=[O:14])[c:15]1[c:16]([O:24][CH2:25][CH2:26][c:27]2[c:28]3[cH:29][cH:30][cH:31][n:32][c:33]3[cH:34][cH:35][cH:36]2)[cH:17][c:18]([C:21]([NH2:22])=[O:23])[cH:19][cH:20]1)=[O:37].[CH3:38][c:39]1[cH:40][cH:41][cH:42][cH:43][cH:44]1.[Cl:52][CH2:53][Cl:54].[F:45][C:46]([F:47])([F:48])[C:49]([OH:50])=[O:51]>>[O:5]=[C:6]([CH2:7][CH:8]([C:9]#[N:10])[NH:11][S:12](=[O:13])(=[O:14])[c:15]1[c:16]([O:24][CH2:25][CH2:26][c:27]2[c:28]3[cH:29][cH:30][cH:31][n:32][c:33]3[cH:34][cH:35][cH:36]2)[cH:17][c:18]([C:21]([NH2:22])=[O:23])[cH:19][cH:20]1)[OH:37]. Procedure: A mixture of [7-(methylsulfonyl)-2,3-dihydro-1,4-benzodioxin-2-yl]methyl 4-methylbenzenesulfonate (0.6 g, 1.5 mmol), piperidine (1 ml) and ACN (3 ml) was heated under microwave radiation at 120° C. for 20 min. Purification on SCX-3 column (TEA/MeOH) and by flash chromatography through a small plug of silica (DCM/MeOH, 5:95). Yield: 0.4 g, 85%. The amine was converted to the hydrochloric acid salt and crystallized from MeOH/Et2O. M.p. 248° C. MS m/z (rel. intensity, 70 eV) 311 (M+, 1), 310 (M+, 2... Reaction SMILES: CC1C=CC(S(O[CH2:12][CH:13]2[O:18][C:17]3[CH:19]=[C:20]([S:23]([CH3:26])(=[O:25])=[O:24])[CH:21]=[CH:22][C:16]=3[O:15][CH2:14]2)(=O)=O)=CC=1.[NH:27]1[CH2:32][CH2:31][CH2:30][CH2:29][CH2:28]1>C(#N)C>[CH3:26][S:23]([C:20]1[CH:21]=[CH:22][C:16]2[O:15][CH2:14][CH:13]([CH2:12][N:27]3[CH2:32][CH2:31][CH2:30][CH2:29][CH2:28]3)[O:18][C:17]=2[CH:19]=1)(=[O:24])=[O:25]. Yields the product CS(=O)(=O)C=1C=CC2=C(OC(CO2)CN2CCCCC2)C1 (1-{[7-(METHYLSULFONYL)-2,3-DIHYDRO-1,4-BENZODIOXIN-2-YL]METHYL}PIPERIDINE). Run in C(C)#N (ACN). Reactants: CC1=CC=C(C=C1)S(=O)(=O)OCC1COC2=C(O1)C=C(C=C2)S(=O)(=O)C ([7-(methylsulfonyl)-2,3-dihydro-1,4-benzodioxin-2-yl]methyl 4-methylbenzenesulfonate), N1CCCCC1 (piperidine). Conditions: temperature 120 celsius. Reactants: S(O)(O)(=O)=O (sulfuric acid), OC1=C(C=C(C=C1)C(C(C)O)O)OC (1-(4-Hydroxy-3-Methoxyphenyl)-Propane-1,2-diol). Solvent: C1(=CC=CC=C1)C (toluene), C1(=CC=CC=C1)C (toluene). Product: CC(=O)CC1=CC(OC)=C(O)C=C1 (Methylvanillyl ketone). As a reaction SMILES: S(=O)(=O)(O)O.[OH:6][C:7]1[CH:12]=[CH:11][C:10]([CH:13](O)[CH:14]([OH:16])[CH3:15])=[CH:9][C:8]=1[O:18][CH3:19]>C1(C)C=CC=CC=1>[CH3:15][C:14]([CH2:13][C:10]1[CH:11]=[CH:12][C:7]([OH:6])=[C:8]([O:18][CH3:19])[CH:9]=1)=[O:16]. Procedure: To a refluxing azeotropic mixture of 125 ml toluene and 100 ml 10% sulfuric acid is added an aqueous solution (~250 ml.) to 9.0 g 1-(4-hydroxy-3-methoxyphenyl)-propane-1,2-diol (from step C) at such a rate that the volume of the aqueous phase remained constant during the addition, returning the toluene and separating the aqueous phase of the distillate by a Dean-Stark head. The separation of the water is discontinued after ~250 ml is collected and the reaction mixture is refluxed for an addition...